This data is from the Open Reaction Database (ORD), a public repository of structured organic reaction records. The task is: describe an organic reaction: reactants, conditions, products, and yield The reactants are cyclohexane-tbia, C1(CCC(CC1)CO)CO (1,4 cyclohexane dimethanol), C(C)(C)(C)C1=C(C(=O)O)C=CC=C1C(=O)O (tertiary butyl isophthalic acid), C(C)(=O)[O-].[Sb+3].C(C)(=O)[O-].C(C)(=O)[O-] (antimony (III) acetate), C(O)C(CC)(CO)CO (trimethylol propane), raw materials, C1(CCC(CC1)C(=O)O)C(=O)O (1,4 cyclohexane dicarboxylic acid), OCC(C)(CO)C (neopentyl glycol). The solvent is C(CO)O (ethylene glycol). Reaction conditions: temperature 254 celsius. Product: C1CCCCC1.C(C1=CC(C(=O)[O-])=CC=C1)(=O)OC(C)(C)C (cyclohexane tertiary butyl isophthalate). RXN SMILES: [CH:1]1([C:10]([OH:12])=[O:11])[CH2:6][CH2:5][CH:4](C(O)=O)[CH2:3][CH2:2]1.[C:13](C1C(C(O)=O)=CC=CC=1C(O)=O)([CH3:16])([CH3:15])[CH3:14].C1(CO)CCC(CO)CC1.OCC(C)(CO)C.C(C(CO)(CO)CC)O.[C:55]([O-:58])(=[O:57])C.[Sb+3].C([O-])(=O)C.C([O-])(=O)C>C(O)CO>[CH2:1]1[CH2:6][CH2:5][CH2:4][CH2:3][CH2:2]1.[C:10]([O:12][C:13]([CH3:16])([CH3:15])[CH3:14])(=[O:11])[C:1]1[CH:2]=[CH:3][CH:4]=[C:5]([C:55]([O-:58])=[O:57])[CH:6]=1 |f:5.6.7.8,10.11|. Procedure: Synthesis of the co-cyclohexane-tbia was carried out in a batch reactor which was charged with the following raw materials: 1,4 cyclohexane dicarboxylic acid (37 kg), tertiary butyl isophthalic acid (59.9 kg), 1,4 cyclohexane dimethanol (37.8 kg), neopentyl glycol (11.2 kg), ethylene glycol (60.3 kg), trimethylol propane (0.5 kg), and antimony (III) acetate (90 g). Under a pressure of 2 atmospheres (2×105 N/m2), this mixture was heated to 254 degrees C. while removing the reaction by-product, wa... Reactants: ClC=1C=C(CCl)C=CC1Cl (3,4-Dichlorobenzyl chloride), Cl (hydrochloric acid), [H-].[Na+] (Sodium hydride), N1C(C2(C3=CC=CC=C13)C(NC(C2)=O)=O)=O (spiro[pyrrolidine-3,3'-indoline]-2,2',5-trione). Run in CN(C)C=O (DMF), O (water). Run at temperature 90 celsius. Product: ClC=1C=C(CN2C(C3(C4=CC=CC=C24)C(NC(C3)=O)=O)=O)C=CC1Cl (1'-(3,4-dichlorobenzyl)-spiro[pyrrolidine-3,3'-indoline]-2,2',5-trione). The yield is 16.5%. RXN SMILES: [H-].[Na+].[NH:3]1[C:11]2[C:6](=[CH:7][CH:8]=[CH:9][CH:10]=2)[C:5]2([CH2:15][C:14](=[O:16])[NH:13][C:12]2=[O:17])[C:4]1=[O:18].[Cl:19][C:20]1[CH:21]=[C:22]([CH:25]=[CH:26][C:27]=1[Cl:28])[CH2:23]Cl.Cl>CN(C=O)C.O>[Cl:19][C:20]1[CH:21]=[C:22]([CH:25]=[CH:26][C:27]=1[Cl:28])[CH2:23][N:3]1[C:11]2[C:6](=[CH:7][CH:8]=[CH:9][CH:10]=2)[C:5]2([CH2:15][C:14](=[O:16])[NH:13][C:12]2=[O:17])[C:4]1=[O:18] |f:0.1|. Procedure details: Sodium hydride (1.1 g.; 23 mM; 50% w/w oil dispersion) was added to a stirred solution of spiro[pyrrolidine-3,3'-indoline]-2,2',5-trione (2.1 g.; 9.7 mM) in DMF (40 ml.), under an atmosphere of nitrogen. The mixture was stirred until effervescence had ceased and then heated to approximately 90° C. 3,4-Dichlorobenzyl chloride (2.2 g., 11.2 mM) was added dropwise. The reaction mixture was then allowed to cool to ambient temperature, stirred for 16 hours, and poured into water. The aqueous mixture ... The reactants are CCCN1CCN(c2ccc([N+](=O)[O-])c(OC)c2)CC1, CO, NN, O. The product is CCCN1CCN(c2ccc(N)c(OC)c2)CC1. As a reaction SMILES: [CH3:1][O:2][c:3]1[cH:4][c:5]([N:12]2[CH2:13][CH2:14][N:15]([CH2:18][CH2:19][CH3:20])[CH2:16][CH2:17]2)[cH:6][cH:7][c:8]1[N+:9]([O-:10])=[O:11].[CH3:24][OH:25].[NH2:22][NH2:23].[OH2:21]>>[CH3:1][O:2][c:3]1[cH:4][c:5]([N:12]2[CH2:13][CH2:14][N:15]([CH2:18][CH2:19][CH3:20])[CH2:16][CH2:17]2)[cH:6][cH:7][c:8]1[NH2:9]. The reactants are BrC(C(=O)C=1C=NN(C1)CC1=CC=C(C=C1)OC)C (2-bromo-1-(1-(4-methoxybenzyl)-1H-pyrazol-4-yl)propan-1-one), IC1=CC=CC(=N1)NC(=S)N (1-(6-iodopyridin-2-yl)thiourea). The solvent is CC(=O)C (acetone). Yields the product Br.COC1=CC=C(CN2N=CC(=C2)C=2N=C(SC2C)NC2=NC(=CC=C2)I)C=C1 (N-(4-(1-(4-methoxybenzyl)-1H-pyrazol-4-yl)-5-methylthiazol-2-yl)-6-iodopyridin-2-amine hydrobromide). The yield is 63.9%. As a reaction SMILES: [Br:1][CH:2]([CH3:19])[C:3]([C:5]1[CH:6]=[N:7][N:8]([CH2:10][C:11]2[CH:16]=[CH:15][C:14]([O:17][CH3:18])=[CH:13][CH:12]=2)[CH:9]=1)=O.[I:20][C:21]1[N:26]=[C:25]([NH:27][C:28]([NH2:30])=[S:29])[CH:24]=[CH:23][CH:22]=1>CC(C)=O>[BrH:1].[CH3:18][O:17][C:14]1[CH:15]=[CH:16][C:11]([CH2:10][N:8]2[CH:9]=[C:5]([C:3]3[N:30]=[C:28]([NH:27][C:25]4[CH:24]=[CH:23][CH:22]=[C:21]([I:20])[N:26]=4)[S:29][C:2]=3[CH3:19])[CH:6]=[N:7]2)=[CH:12][CH:13]=1 |f:3.4|. Procedure: According to Scheme 2 Step 4: A solution of 2-bromo-1-(1-(4-methoxybenzyl)-1H-pyrazol-4-yl)propan-1-one (0.36 mmol, 116 mg) and of 1-(6-iodopyridin-2-yl)thiourea (0.36 mmol, 100 mg) in acetone (1.8 mL) was stirred at 60° C. for 2 days. The precipitate formed was filtered and was washed with Et2O to yield N-(4-(1-(4-methoxybenzyl)-1H-pyrazol-4-yl)-5-methylthiazol-2-yl)-6-iodopyridin-2-amine hydrobromide (0.23 mmol, 136 mg, 65%) as a white solid. The reactants are NC1=C(C=C(C=C1)N1CCN(CC1)C(=O)OC(C)(C)C)NS(=O)(=O)C1=CC=CC=C1 (N-{2-amino-5-(4-t-butyloxycarbonyl-piperazinyl)-phenyl}benzenesulfonamide), FC=1C=CC(=C(C1)S(=O)(=O)Cl)C (5-fluoro-2-methylbenzenesulfonylchloride). The product is FC=1C=CC(=C(C1)S(=O)(=O)NC1=C(C=C(C=C1)N1CCNCC1)NS(=O)(=O)C1=CC=CC=C1)C (5-Fluoro-2-methyl-N-[2-[(phenylsulfonyl)amino]-4-(1-piperazinyl)-phenyl]benzenesulfonamide), purple solid. RXN SMILES: [NH2:1][C:2]1[CH:7]=[CH:6][C:5]([N:8]2[CH2:13][CH2:12][N:11](C(OC(C)(C)C)=O)[CH2:10][CH2:9]2)=[CH:4][C:3]=1[NH:21][S:22]([C:25]1[CH:30]=[CH:29][CH:28]=[CH:27][CH:26]=1)(=[O:24])=[O:23].[F:31][C:32]1[CH:33]=[CH:34][C:35]([CH3:42])=[C:36]([S:38](Cl)(=[O:40])=[O:39])[CH:37]=1>>[F:31][C:32]1[CH:33]=[CH:34][C:35]([CH3:42])=[C:36]([S:38]([NH:1][C:2]2[CH:7]=[CH:6][C:5]([N:8]3[CH2:13][CH2:12][NH:11][CH2:10][CH2:9]3)=[CH:4][C:3]=2[NH:21][S:22]([C:25]2[CH:30]=[CH:29][CH:28]=[CH:27][CH:26]=2)(=[O:24])=[O:23])(=[O:40])=[O:39])[CH:37]=1. Reported procedure: 5-Fluoro-2-methyl-N-[2-[(phenylsulfonyl)amino]-4-(1-piperazinyl)-phenyl]benzenesulfonamide was synthesized from N-{2-amino-5-(4-t-butyloxycarbonyl-piperazinyl)-phenyl}benzenesulfonamide and 5-fluoro-2-methylbenzenesulfonylchloride (50 mg, 0.239 mmol) according to general method 3 to give 60 mg of a purple solid. MS (posES-FIA) m/z=Found: 505.2; Calcd 505.13; 1H-NMR δ 7.73-7.17 (m, 8H), 6.83 (d, 1H), 6.68 (dd, 1H), 6.50 (dd, 1H), 3.27-3.17 (m, 8H), 2.55 (s, 3H). Starting materials: O=C1CCC(N2Cc3c(OCc4ccc(CBr)cc4)cccc3C2=O)C(=O)N1, CCN(C(C)C)C(C)C, ClCCl, CC(C)(C)OC(=O)N1CCNCC1. The product is CC(C)(C)OC(=O)N1CCN(Cc2ccc(COc3cccc4c3CN(C3CCC(=O)NC3=O)C4=O)cc2)CC1. RXN SMILES: [Br:23][CH2:24][c:25]1[cH:26][cH:27][c:28]([CH2:29][O:30][c:31]2[c:32]3[c:36]([cH:37][cH:38][cH:39]2)[C:35](=[O:40])[N:34]([CH:41]2[C:42](=[O:48])[NH:43][C:44](=[O:47])[CH2:45][CH2:46]2)[CH2:33]3)[cH:49][cH:50]1.[CH:14]([N:15]([CH2:16][CH3:17])[CH:18]([CH3:19])[CH3:20])([CH3:21])[CH3:22].[Cl:51][CH2:52][Cl:53].[N:1]1([C:7](=[O:8])[O:9][C:10]([CH3:11])([CH3:12])[CH3:13])[CH2:2][CH2:3][NH:4][CH2:5][CH2:6]1>>[N:1]1([C:7](=[O:8])[O:9][C:10]([CH3:11])([CH3:12])[CH3:13])[CH2:2][CH2:3][N:4]([CH2:24][c:25]2[cH:26][cH:27][c:28]([CH2:29][O:30][c:31]3[c:32]4[c:36]([cH:37][cH:38][cH:39]3)[C:35](=[O:40])[N:34]([CH:41]3[C:42](=[O:48])[NH:43][C:44](=[O:47])[CH2:45][CH2:46]3)[CH2:33]4)[cH:49][cH:50]2)[CH2:5][CH2:6]1.